The task is: describe an organic reaction: reactants, conditions, products, and yield. This data is from the Open Reaction Database (ORD), a public repository of structured organic reaction records. The reactants are CC(C(=O)Cl)(C)C (trimethyl acetyl chloride), C(C)(C)(C)OC(=O)NO (N-tert-butoxycarbonyl hydroxylamine). The product is CC(C(=O)ONC(=O)OC(C)(C)C)(C)C ([(tert-Butoxy)carbonyl]amino 2,2-dimethylpropanoate). Reaction SMILES: [CH3:1][C:2]([CH3:7])([CH3:6])[C:3](Cl)=[O:4].[C:8]([O:12][C:13]([NH:15][OH:16])=[O:14])([CH3:11])([CH3:10])[CH3:9]>>[CH3:1][C:2]([CH3:7])([CH3:6])[C:3]([O:16][NH:15][C:13]([O:12][C:8]([CH3:11])([CH3:10])[CH3:9])=[O:14])=[O:4]. Procedure: [(tert-Butoxy)carbonyl]amino 2,2-dimethylpropanoate is prepared from trimethyl acetyl chloride and N-tert-butoxycarbonyl hydroxylamine according to Scheme 1 described by Carpino et al. J. Am. Chem. Soc. 1959, 955-957. (6.4 g, 78%), 1H NMR (250 MHz, DMSO-d6) δ ppm 10.46 (1H, br. s.), 1.40 (9H, s), 1.20 (9H, s). Starting materials: N(N)C=1C=C(C(=O)OCC)C=CC1 (ethyl 3-hydrazinobenzoate), CC(C(CC#N)=O)C (4-methyl-3-oxopentanenitrile), Cl (HCl). The solvent is C(C)O (ethanol). Yields the product NC1=CC(=NN1C=1C=C(C(=O)OCC)C=CC1)C(C)C (ethyl 3-(5-amino-3-isopropyl-1H-pyrazol-1-yl)benzoate). Yield: 88.2%. As a reaction SMILES: [NH:1]([C:3]1[CH:4]=[C:5]([CH:11]=[CH:12][CH:13]=1)[C:6]([O:8][CH2:9][CH3:10])=[O:7])[NH2:2].[CH3:14][CH:15]([CH3:21])[C:16](=O)[CH2:17][C:18]#[N:19].Cl>C(O)C>[NH2:19][C:18]1[N:1]([C:3]2[CH:4]=[C:5]([CH:11]=[CH:12][CH:13]=2)[C:6]([O:8][CH2:9][CH3:10])=[O:7])[N:2]=[C:16]([CH:15]([CH3:21])[CH3:14])[CH:17]=1. Procedure: To a mixture of ethyl 3-hydrazinobenzoate (from Example A81, 3 g, 16.6 mmol) and 4-methyl-3-oxopentanenitrile (2.7 g, 24.9 mmol) in ethanol (50 mL) was added conc. HCl (5 mL). The resulting mixture was heated to reflux for 3 h. After removal of the solvent, the residue was washed with Et2O to afford ethyl 3-(5-amino-3-isopropyl-1H-pyrazol-1-yl)benzoate (4 g), which was used in the next reaction without further purification. Starting materials: F[B-](F)(F)F, CCN(C(C)C)C(C)C, Cc1ccc(-c2oncc2C(=O)O)cc1, CN(C)C=O, OCC1CNCC1c1ccccc1, CN(C)C(On1nnc2ccccc21)=[N+](C)C. Yields the product Cc1ccc(-c2oncc2C(=O)N2CC(CO)C(c3ccccc3)C2)cc1. Reaction SMILES: [B-:14]([F:15])([F:16])([F:17])[F:18].[CH2:36]([N:37]([CH:38]([CH3:39])[CH3:40])[CH:41]([CH3:42])[CH3:43])[CH3:44].[CH3:45][c:46]1[cH:47][cH:48][c:49](-[c:52]2[c:53]([C:57](=[O:58])[OH:59])[cH:54][n:55][o:56]2)[cH:50][cH:51]1.[O:60]=[CH:61][N:62]([CH3:63])[CH3:64].[c:1]1([CH:7]2[CH:8]([CH2:12][OH:13])[CH2:9][NH:10][CH2:11]2)[cH:2][cH:3][cH:4][cH:5][cH:6]1.[n:19]1([O:20][C:21]([N:22]([CH3:23])[CH3:24])=[N+:25]([CH3:26])[CH3:27])[c:28]2[cH:29][cH:30][cH:31][cH:32][c:33]2[n:34][n:35]1>>[c:1]1([CH:7]2[CH:8]([CH2:12][OH:13])[CH2:9][N:10]([C:57]([c:53]3[c:52](-[c:49]4[cH:48][cH:47][c:46]([CH3:45])[cH:51][cH:50]4)[o:56][n:55][cH:54]3)=[O:58])[CH2:11]2)[cH:2][cH:3][cH:4][cH:5][cH:6]1. Reactants: CCCc1ccccc1OC1=CC(=O)N(C(CC2CCCCC2)C(=O)OC)C1, [Li+], C1CCOC1, [OH-], O. The product is CCCc1ccccc1OC1=CC(=O)N(C(CC2CCCCC2)C(=O)O)C1. RXN SMILES: [CH3:1][O:2][C:3]([CH:4]([CH2:5][CH:6]1[CH2:7][CH2:8][CH2:9][CH2:10][CH2:11]1)[N:12]1[C:13](=[O:27])[CH:14]=[C:15]([O:17][c:18]2[c:19]([CH2:24][CH2:25][CH3:26])[cH:20][cH:21][cH:22][cH:23]2)[CH2:16]1)=[O:28].[Li+:29].[O:32]1[CH2:33][CH2:34][CH2:35][CH2:36]1.[OH-:30].[OH2:31]>>[O:2]=[C:3]([CH:4]([CH2:5][CH:6]1[CH2:7][CH2:8][CH2:9][CH2:10][CH2:11]1)[N:12]1[C:13](=[O:27])[CH:14]=[C:15]([O:17][c:18]2[c:19]([CH2:24][CH2:25][CH3:26])[cH:20][cH:21][cH:22][cH:23]2)[CH2:16]1)[OH:28]. Starting materials: CC1=C(C=CC(=C1)C)N(S(=O)(=O)C1=C(C(=O)O)C=C(C=C1)OCC1CCOCC1)CC(C)C (2-(N-(2,4-dimethylphenyl)-N-isobutylsulfamoyl)-5-((tetrahydro-2H-pyran-4-yl)methoxy)benzoic acid), [H-].[Al+3].[Li+].[H-].[H-].[H-] (lithium aluminium hydride). Run in O1CCCC1 (tetrahydrofuran). Reaction conditions: temperature 0 celsius, time 30 minute. Product: CC1=C(C=CC(=C1)C)N(S(=O)(=O)C1=C(C=C(C=C1)OCC1CCOCC1)CO)CC(C)C (N-(2,4-dimethylphenyl)-2-(hydroxymethyl)-N-isobutyl-4-((tetrahydro-2H-pyran-4-yl)methoxy)benzenesulfonamide). RXN SMILES: [CH3:1][C:2]1[CH:7]=[C:6]([CH3:8])[CH:5]=[CH:4][C:3]=1[N:9]([CH2:30][CH:31]([CH3:33])[CH3:32])[S:10]([C:13]1[CH:21]=[CH:20][C:19]([O:22][CH2:23][CH:24]2[CH2:29][CH2:28][O:27][CH2:26][CH2:25]2)=[CH:18][C:14]=1[C:15](O)=[O:16])(=[O:12])=[O:11].[H-].[Al+3].[Li+].[H-].[H-].[H-]>O1CCCC1>[CH3:1][C:2]1[CH:7]=[C:6]([CH3:8])[CH:5]=[CH:4][C:3]=1[N:9]([CH2:30][CH:31]([CH3:33])[CH3:32])[S:10]([C:13]1[CH:21]=[CH:20][C:19]([O:22][CH2:23][CH:24]2[CH2:25][CH2:26][O:27][CH2:28][CH2:29]2)=[CH:18][C:14]=1[CH2:15][OH:16])(=[O:12])=[O:11] |f:1.2.3.4.5.6|. Reported procedure: To a stirred solution of 2-(N-(2,4-dimethylphenyl)-N-isobutylsulfamoyl)-5-((tetrahydro-2H-pyran-4-yl)methoxy)benzoic acid (40 mg, 0.084 mmol) in tetrahydrofuran (THF) (1 mL) at 0° C. was added lithium aluminium hydride (1.0M in diethyl ether) (0.084 mL, 0.084 mmol) and the reaction mixture was stirred at 0° C. for 30 minutes then warmed to 25° C. for 1 hour. The reaction mixture was quenched carefully with water. The organic solvent was removed in vacuo and the remaining aqueous layer was extrac... Starting materials: COC1=C2C=C(N(C2=CC=C1)CC1=CC=CC2=CC=CC=C12)C (4-methoxy-2-methyl-1-[(1-naphthalenyl)methyl]-1H-indole), B(Br)(Br)Br.C(Cl)Cl (BBr3 CH2Cl2). Solvent: CCOC(=O)C.CCCCCC (EtOAc hexane). The product is OC1=C2C=C(N(C2=CC=C1)CC1=CC=CC2=CC=CC=C12)C (4-hydroxy-2-methyl-1-[(1-naphthalenyl)methyl]-1H-indole). Yield: 71.0%. RXN SMILES: C[O:2][C:3]1[CH:11]=[CH:10][CH:9]=[C:8]2[C:4]=1[CH:5]=[C:6]([CH3:23])[N:7]2[CH2:12][C:13]1[C:22]2[C:17](=[CH:18][CH:19]=[CH:20][CH:21]=2)[CH:16]=[CH:15][CH:14]=1.B(Br)(Br)Br.C(Cl)Cl>CCOC(C)=O.CCCCCC>[OH:2][C:3]1[CH:11]=[CH:10][CH:9]=[C:8]2[C:4]=1[CH:5]=[C:6]([CH3:23])[N:7]2[CH2:12][C:13]1[C:22]2[C:17](=[CH:18][CH:19]=[CH:20][CH:21]=2)[CH:16]=[CH:15][CH:14]=1 |f:1.2,3.4|. Reported procedure: By the method used in Example 1, Part D, 1.17 g (3.9 mmol) of 4-methoxy-2-methyl-1-[(1-naphthalenyl)methyl]-1H-indole was O-demethylated by treating it with 15.6 mL of 1M BBr3 /CH2Cl2 to give a material that was chromatographed on silica gel (eluted with 20% EtOAc/hexane then 50% EtOAc/hexane) to give 796 mg (71% yield) of 4-hydroxy-2-methyl-1-[(1-naphthalenyl)methyl]-1H-indole. Starting materials: C(=O)(OC(C)(C)C)N1CCC(CC1)CCN1C(CCC1)=O (1-[2-(N-Boc-piperidin-4-yl)ethyl]-(2-pyrrolidinone)), [Li+].CC(C)[N-]C(C)C (LDA), C1CCOC1 (THF), C(C=C)Br (allyl bromide). Run at temperature -78 celsius, time 1 hour. Yields the product ethyl acetate hexanes, C(=O)(OC(C)(C)C)N1CCC(CC1)CCC=C(C)C1C(NCC1)=O (1-[2-(N-Boc-piperidin-4-yl)ethyl]-3-propen-2yl-(2-pyrrolidinone)). Isolated yield 45.0%. RXN SMILES: [C:1]([N:8]1[CH2:13][CH2:12][CH:11]([CH2:14][CH2:15]N2CCCC2=O)[CH2:10][CH2:9]1)([O:3][C:4]([CH3:7])([CH3:6])[CH3:5])=[O:2].[Li+].C[CH:24]([N-:26][CH:27]([CH3:29])C)[CH3:25].[CH2:30](Br)[CH:31]=[CH2:32].C1C[O:37]CC1>>[C:1]([N:8]1[CH2:9][CH2:10][CH:11]([CH2:14][CH2:15][CH:32]=[C:31]([CH:29]2[CH2:25][CH2:24][NH:26][C:27]2=[O:37])[CH3:30])[CH2:12][CH2:13]1)([O:3][C:4]([CH3:5])([CH3:6])[CH3:7])=[O:2] |f:1.2|. Reported procedure: To a stirred solution of 19(325 mg, 1.1 mmol) in THF (5 mL) at -78° C. was added LDA (0.5M in THF 2.4 mL) dropwise. After 15 min allyl bromide (0.16 mL, 2.2 mmol) was added and the reaction stirred at -78° C. for 1 hr followed by quenching with HOAc (0.1 mL). The reaction mixture was then diluted with ethyl acetate and then washed with water and brine, dried (MgSO4), and concentrated. Flash chromatography (silica gel, 50% ethyl acetate/hexanes) gave 20 (160 mg, 45%) as an oil. TLC Rf-0.23 (50% e... The reactants are C(C)OC(C1=CC(=C(C=C1)Br)CN(CC)C(=O)OCC1=CC=CC=C1)=O (3-[(N-Benzyloxycarbonyl-N-ethyl-amino)-methyl]-4-bromo-benzoic acid ethyl ester), [Li+].[OH-] (LiOH). Run in CO (MeOH). Reaction conditions: temperature 0 celsius, time 3 hour. Product: C(C1=CC=CC=C1)OC(=O)N(CC)CC=1C=C(C(=O)O)C=CC1Br (3-[(N-benzyloxycarbonyl-N-ethyl-amino)-methyl]-4-bromo-benzoic acid). RXN SMILES: C([O:3][C:4](=[O:26])[C:5]1[CH:10]=[CH:9][C:8]([Br:11])=[C:7]([CH2:12][N:13]([C:16]([O:18][CH2:19][C:20]2[CH:25]=[CH:24][CH:23]=[CH:22][CH:21]=2)=[O:17])[CH2:14][CH3:15])[CH:6]=1)C.[Li+].[OH-]>CO>[CH2:19]([O:18][C:16]([N:13]([CH2:12][C:7]1[CH:6]=[C:5]([CH:10]=[CH:9][C:8]=1[Br:11])[C:4]([OH:26])=[O:3])[CH2:14][CH3:15])=[O:17])[C:20]1[CH:25]=[CH:24][CH:23]=[CH:22][CH:21]=1 |f:1.2|. Procedure: 3-[(N-Benzyloxycarbonyl-N-ethyl-amino)-methyl]-4-bromo-benzoic acid ethyl ester (3.62 g, 7.2 mmol) was dissolved in MeOH (40 mL) and cooled to 0° C. 1N Aqueous LiOH (22 mL, 22 mmol) was added, and the reaction was stirred at room temperature for 3 hours. The mixture was quenched with 1N aqueous HCl (22 mL) and extracted three times with EtOAc. The combined organic layers were washed with brine, dried, and concentrated to give 3-[(N-benzyloxycarbonyl-N-ethyl-amino)-methyl]-4-bromo-benzoic acid, w... Starting materials: C(C)C1=CC=C(O1)C(=O)OC (methyl 5-ethyl-2-furancarboxylate), [Cl-].[Cl-].[Cl-].[Al+3] (aluminum trichloride), BrBr (bromine). The solvent is C(Cl)(Cl)Cl (chloroform). Run at temperature 70 celsius, time 2 hour. Product: BrC=1C=C(OC1CC)C(=O)OC (methyl 4-bromo-5-ethyl-2-furancarboxylate). The yield is 41.9%. RXN SMILES: [CH2:1]([C:3]1[O:7][C:6]([C:8]([O:10][CH3:11])=[O:9])=[CH:5][CH:4]=1)[CH3:2].[Cl-].[Cl-].[Cl-].[Al+3].[Br:16]Br>C(Cl)(Cl)Cl>[Br:16][C:4]1[CH:5]=[C:6]([C:8]([O:10][CH3:11])=[O:9])[O:7][C:3]=1[CH2:1][CH3:2] |f:1.2.3.4|. Reported procedure: To a solution of methyl 5-ethyl-2-furancarboxylate (1.2 g, 7.78 mmol) and aluminum trichloride (1.56 g, 11.68 mmol) in chloroform (15 ml) at 25° C. was added bromine (0.56 ml, 10.90 mmol). The resulting solution stirred at 70° C. in a sealed tube for 2 h and the solution was cooled, concentrated and purified via column chromatography (silica, 5% EtOAc in hexanes) affording methyl 4-bromo-5-ethyl-2-furancarboxylate (1.1 g, 3.26 mmol, 41.8% yield) as a white solid; LCMS (ES) m/z=233, 235 (M, M+2)+...